Dataset: the Open Reaction Database (ORD), a public repository of structured organic reaction records. Task: describe an organic reaction: reactants, conditions, products, and yield Starting materials: COC(=O)c1ccc(CCc2cc(OC)c(OC)c(OC)c2)cc1, CC#N, CN(C)C=O, [H-], [Na+], C1CCOC1. The product is COc1cc(CCc2ccc(C(=O)CC#N)cc2)cc(OC)c1OC. Reaction SMILES: [CH3:1][O:2][C:3]([c:4]1[cH:5][cH:6][c:7]([CH2:10][CH2:11][c:12]2[cH:13][c:14]([O:22][CH3:23])[c:15]([O:20][CH3:21])[c:16]([O:18][CH3:19])[cH:17]2)[cH:8][cH:9]1)=[O:24].[CH3:25][C:26]#[N:27].[CH3:30][N:31]([CH3:32])[CH:33]=[O:34].[H-:28].[Na+:29].[O:35]1[CH2:36][CH2:37][CH2:38][CH2:39]1>>[O:2]=[C:3]([c:4]1[cH:5][cH:6][c:7]([CH2:10][CH2:11][c:12]2[cH:13][c:14]([O:22][CH3:23])[c:15]([O:20][CH3:21])[c:16]([O:18][CH3:19])[cH:17]2)[cH:8][cH:9]1)[CH2:25][C:26]#[N:27]. The reactants are NC([C@@H](C1=CC=CC=C1)NC(OC(C)(C)C)=O)=O ((R)-tert-butyl 2-amino-2-oxo-1-phenylethylcarbamate), Cl (HCl). The solvent is O1CCOCC1 (dioxane). Conditions: time 20 hour. Yields the product Cl.N[C@@H](C(=O)N)C1=CC=CC=C1 ((R)-2-amino-2-phenylacetamide hydrochloride). As a reaction SMILES: [NH2:1][C:2](=[O:18])[C@H:3]([NH:10]C(=O)OC(C)(C)C)[C:4]1[CH:9]=[CH:8][CH:7]=[CH:6][CH:5]=1.[ClH:19]>O1CCOCC1>[ClH:19].[NH2:10][C@H:3]([C:4]1[CH:9]=[CH:8][CH:7]=[CH:6][CH:5]=1)[C:2]([NH2:1])=[O:18] |f:3.4|. Reported procedure: The solid (R)-tert-butyl 2-amino-2-oxo-1-phenylethylcarbamate (446 mg) was dissolved in dioxane (5 mL), aq. 6N HCl (8 mL) was added. After being stirred at room temperature for 20 h, the mixture was concentrated in vacuo to give (R)-2-amino-2-phenylacetamide hydrochloride as a solid (329 mg).